describe an organic reaction: reactants, conditions, products, and yield From a dataset of the Open Reaction Database (ORD), a public repository of structured organic reaction records. Reactants: CCOC(=O)C(C)=O, O=C([O-])O, CCOC(C)=O, CCO, NNc1cc(Cl)cc(Cl)c1, [Na+], O, O=S(=O)(O)O. Product: CCOC(=O)C(C)=NNc1cc(Cl)cc(Cl)c1. RXN SMILES: [C:11]([C:12](=[O:13])[CH3:14])(=[O:15])[O:16][CH2:17][CH3:18].[C:24](=[O:25])([OH:26])[O-:27].[CH3:30][CH2:31][O:32][C:33](=[O:34])[CH3:35].[CH3:36][CH2:37][OH:38].[Cl:1][c:2]1[cH:3][c:4]([NH:9][NH2:10])[cH:5][c:6]([Cl:8])[cH:7]1.[Na+:28].[OH2:29].[S:19](=[O:20])(=[O:21])([OH:22])[OH:23]>>[Cl:1][c:2]1[cH:3][c:4]([NH:9][N:10]=[C:12]([C:11](=[O:15])[O:16][CH2:17][CH3:18])[CH3:14])[cH:5][c:6]([Cl:8])[cH:7]1. Reactants: S(=O)(Cl)Cl (thionylchloride), BrC[C@H]1[C@](C1)(C(=O)O)C1=CC(=C(C=C1)Cl)Cl ((1S,2R)-2-(bromomethyl)-1-(3,4-dichlorophenyl)cyclopropanecarboxylic acid), CO (methanol). Run in C1(=CC=CC=C1)C (toluene). Run at temperature 5 celsius, time 2 hour. Yields the product COC(=O)[C@@]1([C@@H](C1)CBr)C1=CC(=C(C=C1)Cl)Cl ((1S,2R)-2-(bromomethyl)-1-(3,4-dichlorophenyl)cyclopropanecarboxylic acid methyl ester). Reaction SMILES: [Br:1][CH2:2][C@@H:3]1[CH2:5][C@:4]1([C:9]1[CH:14]=[CH:13][C:12]([Cl:15])=[C:11]([Cl:16])[CH:10]=1)[C:6]([OH:8])=[O:7].S(Cl)(Cl)=O.[CH3:21]O>C1(C)C=CC=CC=1>[CH3:21][O:7][C:6]([C@@:4]1([C:9]2[CH:14]=[CH:13][C:12]([Cl:15])=[C:11]([Cl:16])[CH:10]=2)[CH2:5][C@H:3]1[CH2:2][Br:1])=[O:8]. Procedure details: (1S,5R)-1-(3,4-Dichlorophenyl)-3-oxa-bicyclo[3.1.0]hexan-2-one (22.6 g) was dissolved in 33% HBr/glacial acetic acid and heated to 80° C. for 5 h, cooled to rt and thrown into 1300 ml ice-water and stirred at rt for 16 h. The precipitated acid was isolated by filtration, redissolved in toluene (1000 ml), dried over anhydrous magnesium sulphate and evaporated in vacuo to give 30 g of the intermediate (1S,2R)-2-(bromomethyl)-1-(3,4-dichlorophenyl)cyclopropanecarboxylic acid. The (1S,2R)-2-(bromome... Starting materials: O=C([O-])O, O=S(=O)(Cl)c1ccc(F)cc1, Nc1ccc2nc(NC3CCc4ccccc43)ccc2c1, [Na+], c1ccncc1. The product is O=S(=O)(Nc1ccc2nc(NC3CCc4ccccc43)ccc2c1)c1ccc(F)cc1. As a reaction SMILES: [C:33](=[O:34])([OH:35])[O-:36].[F:22][c:23]1[cH:24][cH:25][c:26]([S:29](=[O:30])(=[O:31])[Cl:32])[cH:27][cH:28]1.[NH2:1][c:2]1[cH:3][c:4]2[cH:5][cH:6][c:7]([NH:12][CH:13]3[CH2:14][CH2:15][c:16]4[cH:17][cH:18][cH:19][cH:20][c:21]43)[n:8][c:9]2[cH:10][cH:11]1.[Na+:37].[cH:38]1[cH:39][cH:40][n:41][cH:42][cH:43]1>>[NH:1]([c:2]1[cH:3][c:4]2[cH:5][cH:6][c:7]([NH:12][CH:13]3[CH2:14][CH2:15][c:16]4[cH:17][cH:18][cH:19][cH:20][c:21]43)[n:8][c:9]2[cH:10][cH:11]1)[S:29]([c:26]1[cH:25][cH:24][c:23]([F:22])[cH:28][cH:27]1)(=[O:30])=[O:31]. Reactants: Cl (hydrochloric acid), NC=1N(N=C2C1C(NC=1C=CC=CC21)=O)C=2C(=C(OCC#N)C=CC2)C ([3-(3-amino-4-oxo-4,5-dihydro-2H-pyrazolo[4,3-c]quinolin-2-yl)-2-methylphenoxy]acetonitrile), [N-]=[N+]=[N-].[Na+] (sodium azide), [Cl-].[NH4+] (ammonium chloride). Solvent: CN(C=O)C (N,N-dimethylformamide), O (water). Reaction conditions: temperature 60 celsius, time 3 hour. Yields the product NC=1N(N=C2C1C(NC=1C=CC=CC21)=O)C2=C(C(=CC=C2)OCC2=NN=NN2)C (3-amino-2-[2-methyl-3-(1H-tetrazol-5-ylmethoxy)phenyl]-2,5-dihydro-4H-pyrazolo[4,3-c]quinolin-4-one). The yield is 98.5%. As a reaction SMILES: [NH2:1][C:2]1[N:3]([C:16]2[C:17]([CH3:26])=[C:18]([CH:23]=[CH:24][CH:25]=2)[O:19][CH2:20][C:21]#[N:22])[N:4]=[C:5]2[C:14]3[CH:13]=[CH:12][CH:11]=[CH:10][C:9]=3[NH:8][C:7](=[O:15])[C:6]=12.[N-:27]=[N+:28]=[N-:29].[Na+].[Cl-].[NH4+].Cl>O.CN(C)C=O>[NH2:1][C:2]1[N:3]([C:16]2[CH:25]=[CH:24][CH:23]=[C:18]([O:19][CH2:20][C:21]3[NH:29][N:28]=[N:27][N:22]=3)[C:17]=2[CH3:26])[N:4]=[C:5]2[C:14]3[CH:13]=[CH:12][CH:11]=[CH:10][C:9]=3[NH:8][C:7](=[O:15])[C:6]=12 |f:1.2,3.4|. Procedure details: A mixture of [3-(3-amino-4-oxo-4,5-dihydro-2H-pyrazolo[4,3-c]quinolin-2-yl)-2-methylphenoxy]acetonitrile (65 mg), sodium azide (37 mg), ammonium chloride (30 mg) and N,N-dimethylformamide (6 ml) was stirred at 60° C. for 3 hours and then at 100° C. for 2 days. After cooling to room temperature, the reaction mixture was diluted with water, and then pH of the reaction mixture was adjusted to about 2 by adding 1N hydrochloric acid. The precipitated solid was collected by filtration, washed with wat... Reactants: CCOC(=O)c1cccc(C2=CCCC2)c1, ClCCl, O=C(OO)c1cccc(Cl)c1. The product is CCOC(=O)c1cccc(C23CCCC2O3)c1. RXN SMILES: [C:1]1([c:6]2[cH:7][c:8]([C:9](=[O:10])[O:11][CH2:12][CH3:13])[cH:14][cH:15][cH:16]2)=[CH:2][CH2:3][CH2:4][CH2:5]1.[CH2:28]([Cl:29])[Cl:30].[OH:17][O:18][C:19]([c:20]1[cH:21][c:22]([Cl:23])[cH:24][cH:25][cH:26]1)=[O:27]>>[C:1]12([c:6]3[cH:7][c:8]([C:9](=[O:10])[O:11][CH2:12][CH3:13])[cH:14][cH:15][cH:16]3)[CH2:2][CH2:3][CH2:4][CH:5]1[O:17]2. The reactants are C(#N)C(C(=O)OCC)(C)C1=C(C(=CC=C1)OC1=C(C=CC=C1)Cl)OC (ethyl 2-cyano-2-[2-methoxy-3-(2-chlorophenoxy)phenyl]propionate), Cl (hydrochloric acid). Solvent: C(C)(=O)O (acetic acid). The product is COC1=C(C=CC=C1OC1=C(C=CC=C1)Cl)C(C(=O)O)C (2-[2-methoxy-3-(2-chlorophenoxy)phenyl]propionic acid). The yield is 54.6%. Reaction SMILES: [C:1]([C:3]([C:10]1[CH:15]=[CH:14][CH:13]=[C:12]([O:16][C:17]2[CH:22]=[CH:21][CH:20]=[CH:19][C:18]=2[Cl:23])[C:11]=1[O:24][CH3:25])(C)[C:4]([O:6]CC)=[O:5])#N.Cl>C(O)(=O)C>[CH3:25][O:24][C:11]1[C:12]([O:16][C:17]2[CH:22]=[CH:21][CH:20]=[CH:19][C:18]=2[Cl:23])=[CH:13][CH:14]=[CH:15][C:10]=1[CH:3]([CH3:1])[C:4]([OH:6])=[O:5]. Reported procedure: A mixture of ethyl 2-cyano-2-[2-methoxy-3-(2-chlorophenoxy)phenyl]propionate (5.8 g), conc. hydrochloric acid (20 ml) and acetic acid (40 ml) was refluxed under heating for 26 hours. After cooling, the reaction mixture was evaporated, and water was added to the residue. The mixture was evaporated again, and the oily residue was dissolved in saturated aqueous sodium bicarbonate under warming. After cooling, the aqueous solution was washed with diethyl ether, acidified with conc. hydrochloric acid... Reactants: C(C)OC(=O)C1=CNC2=CC=CC=C12 (Indole-3-carboxylic acid ethyl ester), C(C1=CC=CC=C1)Br (benzyl bromide), C(C)OC(CCC=1N=C(SC1)N)=O (3-(2-amino-thiazol-4-yl)-propionic acid ethyl ester). Yields the product N1C=CC2=CC=CC=C12 (Indole). As a reaction SMILES: C(OC([C:6]1[C:14]2[C:9](=[CH:10][CH:11]=[CH:12][CH:13]=2)[NH:8][CH:7]=1)=O)C.C(Br)C1C=CC=CC=1.C(OC(=O)CCC1N=C(N)SC=1)C>>[NH:8]1[C:9]2[C:14](=[CH:13][CH:12]=[CH:11][CH:10]=2)[CH:6]=[CH:7]1. Reported procedure: Indole-3-carboxylic acid ethyl ester, R5X=benzyl bromide, NH2A=3-(2-amino-thiazol-4-yl)-propionic acid ethyl ester